The task is: describe an organic reaction: reactants, conditions, products, and yield. This data is from the Open Reaction Database (ORD), a public repository of structured organic reaction records. Product: CN(CC1(CCOCC1)C1=CC(=CC=C1)OCCCN1CCCC1)C (Dimethyl-{4-[3-(3-pyrrolidin-1-ylpropoxy)phenyl]tetrahydro-pyran-4-ylmethyl}amine). Reported procedure: Alkylation of 3-[4-(dimethylamino)methyltetrahydro-2H-pyran-4-yl]phenol (0.1 g, 0.425 mmol) with 1-(3-chloropropyl)pyrrolidine (0.125 g, 0.85 mmol) according to general procedure B gave the desired compound after purification by flash chromatography (0.030 g, 20%). 1H NMR (400 MHz, CDCl3) δ7.27-7.18 (m, 1H), 6.92-6.84 (m, 2H), 6.75 (dd, 1H), 4.05 (t, 2H), 3.8-3.7 (m, 2H), 3.55 (t, 2H), 2.65 (t, 2H), 2.6-2.5 (m, 4H), 2.4 (s, 2H), 2.15-1.85 (m, 6H), 2.0 (s, 6H), 1.85-1.75 (m, 4H). As a reaction SMILES: [CH3:1][N:2]([CH2:4][C:5]1([C:11]2[CH:12]=[C:13]([OH:17])[CH:14]=[CH:15][CH:16]=2)[CH2:10][CH2:9][O:8][CH2:7][CH2:6]1)[CH3:3].Cl[CH2:19][CH2:20][CH2:21][N:22]1[CH2:26][CH2:25][CH2:24][CH2:23]1>>[CH3:3][N:2]([CH3:1])[CH2:4][C:5]1([C:11]2[CH:16]=[CH:15][CH:14]=[C:13]([O:17][CH2:19][CH2:20][CH2:21][N:22]3[CH2:26][CH2:25][CH2:24][CH2:23]3)[CH:12]=2)[CH2:10][CH2:9][O:8][CH2:7][CH2:6]1. The reactants are CN(C)CC1(CCOCC1)C=1C=C(C=CC1)O (3-[4-(dimethylamino)methyltetrahydro-2H-pyran-4-yl]phenol), ClCCCN1CCCC1 (1-(3-chloropropyl)pyrrolidine). Starting materials: ClC=1C=C(C=CC1)C1=CC(=NC2=CC=C(C=C12)C(O)(C=1C=NC=CC1)C=1C=NC=CC1)OC ([4-(3-chloro-phenyl)-2-methoxy-quinolin-6-yl]-di-pyridin-3-yl-methanol), Cl (HCl). Yield: 99.9%. Yields the product ClC=1C=C(C=CC1)C1=CC(NC2=CC=C(C=C12)C(C=1C=NC=CC1)(C=1C=NC=CC1)O)=O (4-(3-Chloro-phenyl)-6-(hydroxy-di-pyridin-3-yl-methyl)-1H-quinolin-2-one). Reported procedure: Following the same procedure as described in example 1F, [4-(3-chloro-phenyl)-2-methoxy-quinolin-6-yl]-di-pyridin-3-yl-methanol (300 mg, 0.66 mmol) was treated with HCl in aqueous THF to yield the title compound (290 mg, 100% yield). As a reaction SMILES: [Cl:1][C:2]1[CH:3]=[C:4]([C:8]2[C:17]3[C:12](=[CH:13][CH:14]=[C:15]([C:18]([C:26]4[CH:27]=[N:28][CH:29]=[CH:30][CH:31]=4)([C:20]4[CH:21]=[N:22][CH:23]=[CH:24][CH:25]=4)[OH:19])[CH:16]=3)[N:11]=[C:10]([O:32]C)[CH:9]=2)[CH:5]=[CH:6][CH:7]=1.Cl>C1COCC1>[Cl:1][C:2]1[CH:3]=[C:4]([C:8]2[C:17]3[C:12](=[CH:13][CH:14]=[C:15]([C:18]([OH:19])([C:20]4[CH:21]=[N:22][CH:23]=[CH:24][CH:25]=4)[C:26]4[CH:27]=[N:28][CH:29]=[CH:30][CH:31]=4)[CH:16]=3)[NH:11][C:10](=[O:32])[CH:9]=2)[CH:5]=[CH:6][CH:7]=1. Solvent: C1CCOC1 (THF). Starting materials: CC(Oc1cc(-n2nc(C(F)F)n(C)c2=O)c(F)cc1Cl)C(=O)OC(C)(C)C, O=C(O)C(F)(F)F. Product: CC(Oc1cc(-n2nc(C(F)F)n(C)c2=O)c(F)cc1Cl)C(=O)O. RXN SMILES: [Cl:1][c:2]1[c:3]([O:4][CH:5]([C:6](=[O:7])[O:8][C:9]([CH3:10])([CH3:11])[CH3:12])[CH3:13])[cH:14][c:15](-[n:19]2[n:20][c:21]([CH:26]([F:27])[F:28])[n:22]([CH3:25])[c:23]2=[O:24])[c:16]([F:18])[cH:17]1.[OH:29][C:30]([C:31]([F:32])([F:33])[F:34])=[O:35]>>[Cl:1][c:2]1[c:3]([O:4][CH:5]([C:6](=[O:7])[OH:8])[CH3:13])[cH:14][c:15](-[n:19]2[n:20][c:21]([CH:26]([F:27])[F:28])[n:22]([CH3:25])[c:23]2=[O:24])[c:16]([F:18])[cH:17]1. Starting materials: CC1=NC=CC(=C1)C(C[C@@H](C1=C(C=CC=C1)C)C1=CC=C(C=C1)N1CC(C1)C(=O)O)=O (1-{4-[(R)-3-(2-methyl-pyridin-4-yl)-3-oxo-1-o-tolyl-propyl]-phenyl}-azetidine-3-carboxylic acid), Cl.NO (hydroxylamine hydrochloride), C(O)([O-])=O.[Na+] (sodium hydrogencarbonate). Product: O\N=C(/C[C@@H](C1=C(C=CC=C1)C)C1=CC=C(C=C1)N1CC(C1)C(=O)O)\C1=CC(=NC=C1)C (1-{4-[(R)-3-[(E)-Hydroxyimino]-3-(2-methyl-pyridin-4-yl)-1-o-tolyl-propyl]-phenyl}-azetidine-3-carboxylicacid). RXN SMILES: [CH3:1][C:2]1[CH:7]=[C:6]([C:8](=O)[CH2:9][C@H:10]([C:18]2[CH:23]=[CH:22][C:21]([N:24]3[CH2:27][CH:26]([C:28]([OH:30])=[O:29])[CH2:25]3)=[CH:20][CH:19]=2)[C:11]2[CH:16]=[CH:15][CH:14]=[CH:13][C:12]=2[CH3:17])[CH:5]=[CH:4][N:3]=1.Cl.[NH2:33][OH:34].C(=O)([O-])O.[Na+]>>[OH:34]/[N:33]=[C:8](/[C:6]1[CH:5]=[CH:4][N:3]=[C:2]([CH3:1])[CH:7]=1)\[CH2:9][C@H:10]([C:18]1[CH:23]=[CH:22][C:21]([N:24]2[CH2:27][CH:26]([C:28]([OH:30])=[O:29])[CH2:25]2)=[CH:20][CH:19]=1)[C:11]1[CH:16]=[CH:15][CH:14]=[CH:13][C:12]=1[CH3:17] |f:1.2,3.4|. Procedure details: In analogy to example 1, step 2, from 1-{4-[(R)-3-(2-methyl-pyridin-4-yl)-3-oxo-1-o-tolyl-propyl]-phenyl}-azetidine-3-carboxylic acid and hydroxylamine hydrochloride in the presence of sodium hydrogencarbonate was prepared the title compound as a light yellow foam, MS (ESI+): m/z=430.3 ([M+H]+). Starting materials: COC(C1=C(C(=NC(=C1)Cl)Br)N)=O (3-Amino-2-bromo-6-chloroisonicotinic acid methyl ester), CB1OB(OB(O1)C)C (trimethylboroxine), O (Water), C([O-])([O-])=O.[K+].[K+] (potassium carbonate), tetrakis(triphenyl phosphine)palladium(0). Solvent: O1CCOCC1 (dioxane). Yields the product COC(C1=C(C(=NC(=C1)Cl)C)N)=O (3-amino-6-chloro-2-methylisonicotinic acid methyl ester). Yield: 26.5%. As a reaction SMILES: [CH3:1][O:2][C:3](=[O:13])[C:4]1[CH:9]=[C:8]([Cl:10])[N:7]=[C:6](Br)[C:5]=1[NH2:12].[C:14](=O)([O-])[O-].[K+].[K+].CB1OB(C)OB(C)O1.O>O1CCOCC1>[CH3:1][O:2][C:3](=[O:13])[C:4]1[CH:9]=[C:8]([Cl:10])[N:7]=[C:6]([CH3:14])[C:5]=1[NH2:12] |f:1.2.3|. Procedure: 3-Amino-2-bromo-6-chloroisonicotinic acid methyl ester (500 mg), potassium carbonate (829 mg), tetrakis(triphenyl phosphine)palladium(0) and trimethylboroxine (276 mg) were suspended in dioxane (15 mL). Water (1.5 mL) was added and the mixture was degassed using subsequent evaporation and flushing with nitrogen (5×). The reaction mixture was stirred under reflux for 7 hours. After cooling to room temperature, the mixture was quenched with water and extracted 2× with ethyl acetate. The combined o... Reactants: CO, COC(=O)CCC#N, NC(CS)C(=O)O, N, O. The product is COC(=O)CCC(=O)NC(CS)C(=O)O. RXN SMILES: [CH3:18][OH:19].[CH3:1][O:2][C:3]([CH2:4][CH2:5][C:6]#[N:7])=[O:8].[NH2:9][CH:10]([CH2:11][SH:12])[C:13]([OH:14])=[O:15].[NH3:16].[OH2:17]>>[CH3:1][O:2][C:3]([CH2:4][CH2:5][C:6]([NH:7][CH:10]([CH2:11][SH:12])[C:13]([OH:14])=[O:15])=[O:17])=[O:8]. Reactants: [Li]CCCC, C1CCOC1, CCOC(C)=O, O=C1CCC(=O)N1Cl, c1cc2cc(C3OCCO3)ccc2o1, O. RXN SMILES: [CH2:15]([Li:16])[CH2:17][CH2:18][CH3:19].[CH2:29]1[O:30][CH2:31][CH2:32][CH2:33]1.[CH3:34][CH2:35][O:36][C:37](=[O:38])[CH3:39].[Cl:20][N:21]1[C:22](=[O:23])[CH2:24][CH2:25][C:26]1=[O:27].[O:1]1[CH:2]([c:6]2[cH:7][cH:8][c:9]3[c:10]([cH:11][cH:12][o:13]3)[cH:14]2)[O:3][CH2:4][CH2:5]1.[OH2:28]>>[O:1]1[CH:2]([c:6]2[cH:7][cH:8][c:9]3[c:10]([cH:11][c:12]([Cl:20])[o:13]3)[cH:14]2)[O:3][CH2:4][CH2:5]1. Yields the product Clc1cc2cc(C3OCCO3)ccc2o1. Starting materials: C[C@@]1(CN2C(O1)=NC(=C2)[N+](=O)[O-])CN2CCN(CC2)C(=O)OC(C)(C)C (tert-butyl (S)-4-(2-methyl-6-nitro-2,3-dihydroimidazo[2,1-b]oxazol-2-ylmethyl)piperazine-1-carboxylate), FC(C(=O)O)(F)F (trifluoroacetic acid), FC(C1=CC=C(C=C1)C1=CC=C(C=C1)C=O)(F)F (4′-trifluoromethylbiphenyl-4-carboaldehyde), [B-]C#N.[Na+] (sodium cyanotrihydroborate), C(C)(=O)O (acetic acid). The solvent is C(Cl)Cl (methylene chloride). Run at time 3 hour. The product is C[C@@]1(CN2C(O1)=NC(=C2)[N+](=O)[O-])CN2CCN(CC2)CC2=CC=C(C=C2)C2=CC=C(C=C2)C(F)(F)F ((S)-2-methyl-6-nitro-2-[4-(4′-trifluoromethylbiphenyl-4-ylmethyl)piperazin-1-ylmethyl]-2,3-dihydroimidazo[2,1-b]oxazole). Yield: 63.7%. Reaction SMILES: [CH3:1][C@@:2]1([CH2:13][N:14]2[CH2:19][CH2:18][N:17]([C:20](OC(C)(C)C)=O)[CH2:16][CH2:15]2)[O:6][C:5]2=[N:7][C:8]([N+:10]([O-:12])=[O:11])=[CH:9][N:4]2[CH2:3]1.FC(F)(F)C(O)=O.[F:34][C:35]([F:51])([F:50])[C:36]1[CH:41]=[CH:40][C:39]([C:42]2[CH:47]=[CH:46][C:45](C=O)=[CH:44][CH:43]=2)=[CH:38][CH:37]=1.[B-]C#N.[Na+].C(O)(=O)C>C(Cl)Cl>[CH3:1][C@@:2]1([CH2:13][N:14]2[CH2:19][CH2:18][N:17]([CH2:20][C:45]3[CH:44]=[CH:43][C:42]([C:39]4[CH:40]=[CH:41][C:36]([C:35]([F:34])([F:50])[F:51])=[CH:37][CH:38]=4)=[CH:47][CH:46]=3)[CH2:16][CH2:15]2)[O:6][C:5]2=[N:7][C:8]([N+:10]([O-:12])=[O:11])=[CH:9][N:4]2[CH2:3]1 |f:3.4|. Reported procedure: A mixture of tert-butyl (S)-4-(2-methyl-6-nitro-2,3-dihydroimidazo[2,1-b]oxazol-2-ylmethyl)-piperazine-1-carboxylate prepared in Example 393 (1.7 g, 4.6 mmol), trifluoroacetic acid (10 ml) and methylene chloride (30 ml) was stirred at room temperature for 3 hours. The reaction mixture was concentrated under reduced pressure. The residue was dissolved in methanol (30 ml). To the solution, 4′-trifluoromethylbiphenyl-4-carboaldehyde (2.3 g, 9.19 mmol), sodium cyanotrihydroborate (580 mg, 9.23 mmol)...